Dataset: the Open Reaction Database (ORD), a public repository of structured organic reaction records. Task: describe an organic reaction: reactants, conditions, products, and yield Reactants: C(C)(=O)OCC(=O)N=C([S-])N(N=CC1=CC=CC=C1)C (N-[2-(acetyloxy)acetyl]-1-methyl-2-(phenylmethylene)hydrazinecarboximidothioate), OC1CCN(CC1)CC=1C=C(OCCCN)C=CC1 (3-[3-[1-(4-hydroxypiperidinyl)methyl]phenoxy]propanamine). Product: CN1N=C(N=C1NCCCOC1=CC(=CC=C1)CN1CCC(CC1)O)CO (1-methyl-5-[[3-[3-[1-(4-hydroxypiperidinyl)methyl]phenoxy]propyl]amino]-1H-1,2,4-triazole-3-methanol). The yield is 32.5%. As a reaction SMILES: C([O:4][CH2:5][C:6]([N:8]=[C:9]([N:11]([CH3:20])[N:12]=CC1C=CC=CC=1)[S-])=O)(=O)C.[OH:21][CH:22]1[CH2:27][CH2:26][N:25]([CH2:28][C:29]2[CH:30]=[C:31]([CH:37]=[CH:38][CH:39]=2)[O:32][CH2:33][CH2:34][CH2:35][NH2:36])[CH2:24][CH2:23]1>>[CH3:20][N:11]1[C:9]([NH:36][CH2:35][CH2:34][CH2:33][O:32][C:31]2[CH:37]=[CH:38][CH:39]=[C:29]([CH2:28][N:25]3[CH2:24][CH2:23][CH:22]([OH:21])[CH2:27][CH2:26]3)[CH:30]=2)=[N:8][C:6]([CH2:5][OH:4])=[N:12]1. Reported procedure: Following the method of Example 17, N-[2-(acetyloxy)acetyl]-1-methyl-2-(phenylmethylene)hydrazinecarboximidothioate (0.75 g) and 3-[3-[1-(4-hydroxypiperidinyl)methyl]phenoxy]propanamine (0.65 g) gave 1-methyl-5-[[3-[3-[1-(4-hydroxypiperidinyl)methyl]phenoxy]propyl]amino]-1H-1,2,4-triazole-3-methanol (0.3 g), t.l.c. System B Rf 0.4. N.m.r. (CDCl3) 2.80,t,(1H); 3.0-3.3,m,(3H); 4.63,t,(1H); 5.52,s,(2H); 5.8-6.1,m,(5H); 6.3-6.7,m,(7H); 7.1-7.4,m,(2H) 7.7-8.7,m, (8H). The yield is 87.0%. Procedure: A solution of 15 (6.1 g, 17.4 mmol) in concentrated H2SO4 (60 mL) was treated portionwise at 0° C. with solid KNO3 (2.64 g, 26 mmol). After stirring at 0° C. for 1 h, the reaction mixture was poured into 500 mL of ice-water and the resulting precipitate was removed by filtration, washed with water and dissolved in CH2Cl2. The resulting solution washed with 5% NaHCO3, dried and evaporated to yield 16 as a yellow solid (6.0 g, 87%). Yields the product C1(CCCC1)N1C=C(C(C2=C(C(=C(C(=C12)OC)F)F)[N+](=O)[O-])=O)C(=O)OCC (Ethyl 1-cyclopentyl-6,7-difluoro-8-methoxy-5-nitro-1,4-dihydro-4-oxoquinoline-3-carboxylate). Conditions: temperature 0 celsius, time 1 hour. RXN SMILES: [CH:1]1([N:6]2[C:15]3[C:10](=[CH:11][C:12]([F:19])=[C:13]([F:18])[C:14]=3[O:16][CH3:17])[C:9](=[O:20])[C:8]([C:21]([O:23][CH2:24][CH3:25])=[O:22])=[CH:7]2)[CH2:5][CH2:4][CH2:3][CH2:2]1.[N+:26]([O-])([O-:28])=[O:27].[K+]>OS(O)(=O)=O>[CH:1]1([N:6]2[C:15]3[C:10](=[C:11]([N+:26]([O-:28])=[O:27])[C:12]([F:19])=[C:13]([F:18])[C:14]=3[O:16][CH3:17])[C:9](=[O:20])[C:8]([C:21]([O:23][CH2:24][CH3:25])=[O:22])=[CH:7]2)[CH2:2][CH2:3][CH2:4][CH2:5]1 |f:1.2|. Starting materials: C1(CCCC1)N1C=C(C(C2=CC(=C(C(=C12)OC)F)F)=O)C(=O)OCC (Ethyl 1-cyclopentyl-6,7-difluoro-8-methoxy-1,4-dihydro-4-oxoquinoline-3-carboxylate), [N+](=O)([O-])[O-].[K+] (KNO3), ice water. Solvent: OS(=O)(=O)O (H2SO4). Run in C(Cl)Cl (DCM). Yields the product NC=1SC=C(N1)/C(/C(=O)N[C@H]1[C@H](N(C1=O)S(=O)(=O)[O-])CN1N=CC(=N1)CSC1C[N+]=2N(C=NC2)C1)=N/OC1(CC1)C(=O)O ((2R,3S)-3-((Z)-2-(2-aminothiazol-4-yl)-2-((1-carboxycyclopropoxy)imino)-acetamido)-2-((4-(((6,7-dihydro-5H-pyrazolo[1,2-a][1,2,4]triazol-4-ium-6-yl)thio)methyl)-2H-1,2,3-triazol-2-yl)methyl)-4-oxoazetidine-1-sulfonate). Starting materials: C(C1=CC=CC=C1)(C1=CC=CC=C1)OC(=O)C1(CC1)O\N=C(/C(=O)N[C@H]1[C@H](N(C1=O)S(=O)(=O)[O-])CN1N=CC(=N1)CSC1C[N+]=2N(C=NC2)C1)\C=1N=C(SC1)NC(=O)OC(C)(C)C ((2R,3S)-3-((Z)-2-((1-((benzhydryloxy)carbonyl)cyclopropoxy)imino)-2-(2-((tert-butoxycarbonyl)amino)thiazol-4-yl)acetamido)-2-((4-(((6,7-dihydro-5H-pyrazolo[1,2-a][1,2,4]triazol-4-ium-6-yl)thio)methyl)-2H-1,2,3-triazol-2-yl)methyl)-4-oxoazetidine-1-sulfonate), C1(=CC=CC=C1)OC (anisole), C(=O)(C(F)(F)F)O (TFA). As a reaction SMILES: C([O:14][C:15]([C:17]1([O:20]/[N:21]=[C:22](/[C:51]2[N:52]=[C:53]([NH:56]C(OC(C)(C)C)=O)[S:54][CH:55]=2)\[C:23]([NH:25][C@@H:26]2[C:29](=[O:30])[N:28]([S:31]([O-:34])(=[O:33])=[O:32])[C@@H:27]2[CH2:35][N:36]2[N:40]=[C:39]([CH2:41][S:42][CH:43]3[CH2:50][N:46]4[CH:47]=[N:48][CH:49]=[N+:45]4[CH2:44]3)[CH:38]=[N:37]2)=[O:24])[CH2:19][CH2:18]1)=[O:16])(C1C=CC=CC=1)C1C=CC=CC=1.C1(OC)C=CC=CC=1.C(O)(C(F)(F)F)=O>C(Cl)Cl>[NH2:56][C:53]1[S:54][CH:55]=[C:51](/[C:22](=[N:21]/[O:20][C:17]2([C:15]([OH:16])=[O:14])[CH2:19][CH2:18]2)/[C:23]([NH:25][C@@H:26]2[C:29](=[O:30])[N:28]([S:31]([O-:34])(=[O:33])=[O:32])[C@@H:27]2[CH2:35][N:36]2[N:40]=[C:39]([CH2:41][S:42][CH:43]3[CH2:44][N:45]4[CH:49]=[N:48][CH:47]=[N+:46]4[CH2:50]3)[CH:38]=[N:37]2)=[O:24])[N:52]=1. Procedure details: Prepared in analogous manner to example 138, step 3 using (2R,3S)-3-((Z)-2-((1-((benzhydryloxy)carbonyl)cyclopropoxy)imino)-2-(2-((tert-butoxycarbonyl)amino)thiazol-4-yl)acetamido)-2-((4-(((6,7-dihydro-5H-pyrazolo[1,2-a][1,2,4]triazol-4-ium-6-yl)thio)methyl)-2H-1,2,3-triazol-2-yl)methyl)-4-oxoazetidine-1-sulfonate (23 mg, 0.025 mmol), anisole (5.5 μL, 0.050 mmol), TFA (116 μL, 1.50 mmol) and DCM (300 μL). The crude residue purified by reverse phase prep HPLC (Xselect CSH, 30×100 mm, 5 μm, C18 co... The yield is 9.2%. The reactants are C([O-])(O)=O.[Na+] (sodium bicarbonate), C(#N)C1=CC=C(CC2=C(NC3=CC=CC=C23)C=2C=NC=CC2)C=C1 (3-(4-cyanobenzyl)-2-(3-pyridyl)indole), Cl (hydrochloric acid), ice water. Solvent: C(C)(=O)O (acetic acid). Yields the product C(=O)(O)C1=CC=C(CC2=C(NC3=CC=CC=C23)C=2C=NC=CC2)C=C1 (3-(4-carboxybenzyl)-2-(3-pyridyl)indole). RXN SMILES: C([C:3]1[CH:24]=[CH:23][C:6]([CH2:7][C:8]2[C:16]3[C:11](=[CH:12][CH:13]=[CH:14][CH:15]=3)[NH:10][C:9]=2[C:17]2[CH:18]=[N:19][CH:20]=[CH:21][CH:22]=2)=[CH:5][CH:4]=1)#N.Cl.[C:26](=[O:29])(O)[O-:27].[Na+]>C(O)(=O)C>[C:26]([C:3]1[CH:24]=[CH:23][C:6]([CH2:7][C:8]2[C:16]3[C:11](=[CH:12][CH:13]=[CH:14][CH:15]=3)[NH:10][C:9]=2[C:17]2[CH:18]=[N:19][CH:20]=[CH:21][CH:22]=2)=[CH:5][CH:4]=1)([OH:27])=[O:29] |f:2.3|. Reported procedure: A solution of 3-(4-cyanobenzyl)-2-(3-pyridyl)indole (5.8 g) in 100 ml of a 1:1 mixture of 20% aqueous hydrochloric acid and glacial acetic acid is heated at reflux for 20 hours. After cooling, the solution is poured into ice water (100 ml) and the pH is adjusted to 4.5-5 with saturated sodium bicarbonate solution. The resulting precipitate is extracted with ethyl acetate, the ethyl acetate extract is washed with water and evaporated to dryness to give 3-(4-carboxybenzyl)-2-(3-pyridyl)indole. Conditions: time 3 hour. The solvent is CO (MeOH). Reagents/catalysts: [Ni] (Raney Nickel). The reactants are C(CCC)C1=CC=C(C(N1)=O)C#N (6-Butyl-2-oxo-1,2-dihydropyridine-3-carbonitrile), N (ammonia). RXN SMILES: [CH2:1]([C:5]1[NH:10][C:9](=[O:11])[C:8]([C:12]#[N:13])=[CH:7][CH:6]=1)[CH2:2][CH2:3][CH3:4].N>CO.[Ni]>[NH2:13][CH2:12][C:8]1[C:9](=[O:11])[NH:10][C:5]([CH2:1][CH2:2][CH2:3][CH3:4])=[CH:6][CH:7]=1. Reported procedure: intermediate (24a) (180 mg, 1 mmol) was dissolved in MeOH (10 mL). Aqueous ammonia (1 mL) was added, followed by wet Raney Nickel (100 mg). The mixture was stirred at room temperature under hydrogen for 3 hours. The mixture was then filtered and the filtrate evaporated to yield intermediate (24b) (157 mg, 870 μmol, which was used without further purification. MS m/z: [M+H+] calcd for C10H17N2O, 181.3; found 181.3. The product is NCC=1C(NC(=CC1)CCCC)=O (3-Aminomethyl-6-butyl-1H-pyridin-2-one).